This data is from the Open Reaction Database (ORD), a public repository of structured organic reaction records. The task is: describe an organic reaction: reactants, conditions, products, and yield Starting materials: [H-].[Li+] (LiH), CCCS (n-propylthiol), COC1=C2[C@@]3(CC[C@H]4C(CCC[C@@]4([C@H]3CSC2=CC=C1)C)(C)C)C ((1R,10R,11S,16S)-3-methoxy-1,11,15,15-tetramethyl-8-thiatetracyclo[8.8.0.02, 7.011,16]octadeca-2,4,6-triene). Run in CN(C)P(=O)(N(C)C)N(C)C (HMPA), CN(C)P(=O)(N(C)C)N(C)C (HMPA). Run at time 30 minute. Yields the product C[C@@]12C3=C(C=CC=C3SC[C@@H]2[C@]2(CCCC([C@@H]2CC1)(C)C)C)O ((1R,10R,11S,16S)-1,11,15,15-tetramethyl-8-thiatetracyclo[8.8.0.02,7.011,16]octadeca-2,4,6-trien-3-ol). The yield is 94.0%. RXN SMILES: [H-].[Li+].CCCS.C[O:8][C:9]1[CH:26]=[CH:25][CH:24]=[C:23]2[C:10]=1[C@@:11]1([CH3:30])[C@H:20]([CH2:21][S:22]2)[C@:19]2([CH3:27])[C@H:14]([C:15]([CH3:29])([CH3:28])[CH2:16][CH2:17][CH2:18]2)[CH2:13][CH2:12]1>CN(P(N(C)C)(N(C)C)=O)C>[CH3:30][C@@:11]12[CH2:12][CH2:13][C@@H:14]3[C@:19]([CH3:27])([CH2:18][CH2:17][CH2:16][C:15]3([CH3:29])[CH3:28])[C@H:20]1[CH2:21][S:22][C:23]1[C:10]2=[C:9]([OH:8])[CH:26]=[CH:25][CH:24]=1 |f:0.1|. Reported procedure: In a reaction vessel HMPA (5 mL) was placed and purged with nitrogen for 1 h. To the vessel LiH (0.137 g, 17.4 mmol) and n-propylthiol (1.65 mL, 18.3 mmol) were added and the mixture was stirred at room temperature for 30 min. A solution of (1R,10R,11S,16S)-3-methoxy-1,11,15,15-tetramethyl-8-thiatetracyclo[8.8.0.02, 7.011,16]octadeca-2,4,6-triene (Compound No. 52) (0.10 g, 0.29 mmol) in HMPA (5 mL) was added to the reaction mixture and heated at 130° C. for 1 h. The reaction was cooled to room t... RXN SMILES: [Cl:1][C:2]1[CH:27]=[CH:26][C:5]([CH2:6][N:7]2[C:15]3[C:10](=[CH:11][C:12]([CH:16]=[C:17]4[S:21][C:20](SCC)=[N:19][C:18]4=[O:25])=[CH:13][CH:14]=3)[CH:9]=[N:8]2)=[C:4]([C:28]([F:31])([F:30])[F:29])[CH:3]=1.[NH:32]1[CH2:37][CH:36]=[C:35]([C:38]([OH:40])=[O:39])[CH2:34][CH2:33]1>>[Cl:1][C:2]1[CH:27]=[CH:26][C:5]([CH2:6][N:7]2[C:15]3[C:10](=[CH:11][C:12]([CH:16]=[C:17]4[S:21][C:20]([N:32]5[CH2:33][CH:34]=[C:35]([C:38]([OH:40])=[O:39])[CH2:36][CH2:37]5)=[N:19][C:18]4=[O:25])=[CH:13][CH:14]=3)[CH:9]=[N:8]2)=[C:4]([C:28]([F:29])([F:30])[F:31])[CH:3]=1. Product: ClC1=CC(=C(CN2N=CC3=CC(=CC=C23)C=C2C(N=C(S2)N2CCC(=CC2)C(=O)O)=O)C=C1)C(F)(F)F (1-[5-({1-[4-Chloro-2-(trifluoromethyl)benzyl]-1H-indazol-5-yl}methylidene)-4-oxo-4,5-dihydro-1,3-thiazol-2-yl]-1,2,3,6-tetrahydropyridine-4-carboxylic acid). Reported procedure: 1-[5-({1-[4-Chloro-2-(trifluoromethyl)benzyl]-1H-indazol-5-yl}methylidene)-4-oxo-4,5-dihydro-1,3-thiazol-2-yl]-1,2,3,6-tetrahydropyridine-4-carboxylic acid was prepared from 5-[1-(4-Chloro-2-trifluoromethyl-benzyl)-1H-indazol-5-ylmethylene]-2-ethylsulfanyl-thiazol-4-one and 1,2,3,6-Tetrahydro-pyridine-4-carboxylic acid following general procedure C. The reactants are ClC1=CC(=C(CN2N=CC3=CC(=CC=C23)C=C2C(N=C(S2)SCC)=O)C=C1)C(F)(F)F (5-[1-(4-Chloro-2-trifluoromethyl-benzyl)-1H-indazol-5-ylmethylene]-2-ethylsulfanyl-thiazol-4-one), N1CCC(=CC1)C(=O)O (1,2,3,6-Tetrahydro-pyridine-4-carboxylic acid). The product is C(C)(=O)NC1=C(C=CC=C1)C1C(=C(NC(=C1C(=O)OC)C)C)C(=O)OC (4-(2-Acetamidophenyl)-2,6-dimethyl-3,5-bis(methoxycarbonyl)-1,4-dihydropyridine). Conditions: time 3 hour. Reported procedure: To a solution of 315 mg(1 mmole) of 4-(2-aminophenyl)-2,6-dimethyl-3,5-bis(methoxycarbonyl)-1,4-dihydropyridine [J. Am. Chem. Soc., 71, 4003 (1949)] in 1 ml of dioxane and 1 ml of pyridine a solution of 0.18 g of acetylchloride in 1 ml of dioxane was added drop-wise during 20 minutes in a temperature range of 0° to 10° C., then the mixture was stirred for 40 minutes at this temperature and for 3 hours at room temperature, thereafter it was poured into 10 ml of aqueous 10% hydrochloric acid. The ... RXN SMILES: [NH2:1][C:2]1[CH:7]=[CH:6][CH:5]=[CH:4][C:3]=1[CH:8]1[C:13]([C:14]([O:16][CH3:17])=[O:15])=[C:12]([CH3:18])[NH:11][C:10]([CH3:19])=[C:9]1[C:20]([O:22][CH3:23])=[O:21].[C:24](Cl)(=[O:26])[CH3:25].Cl>O1CCOCC1.N1C=CC=CC=1>[C:24]([NH:1][C:2]1[CH:7]=[CH:6][CH:5]=[CH:4][C:3]=1[CH:8]1[C:13]([C:14]([O:16][CH3:17])=[O:15])=[C:12]([CH3:18])[NH:11][C:10]([CH3:19])=[C:9]1[C:20]([O:22][CH3:23])=[O:21])(=[O:26])[CH3:25]. Run in O1CCOCC1 (dioxane), N1=CC=CC=C1 (pyridine), O1CCOCC1 (dioxane). Reactants: Cl (hydrochloric acid), NC1=C(C=CC=C1)C1C(=C(NC(=C1C(=O)OC)C)C)C(=O)OC (4-(2-aminophenyl)-2,6-dimethyl-3,5-bis(methoxycarbonyl)-1,4-dihydropyridine), C(C)(=O)Cl (acetylchloride).